This data is from the Open Reaction Database (ORD), a public repository of structured organic reaction records. The task is: describe an organic reaction: reactants, conditions, products, and yield Reactants: C(C)(=O)OC1=C(C=CC=C1C=C[N+](=O)[O-])OC (2-methoxy-6-(2-nitrovinyl)phenyl acetate), CN(C([S-])=S)C.C[NH2+]C (dimethylammonium dimethyldithiocarbamate). Solvent: C(=S)=S (carbon disulfide). Yields the product CN(C(SC(C1=C(C(=CC=C1)OC)OC(C)=O)C[N+](=O)[O-])=S)C (2-acetoxy-3-methoxy-α-(nitromethyl)benzyl dimethyldithiocarbamate). RXN SMILES: [C:1]([O:4][C:5]1[C:10]([CH:11]=[CH:12][N+:13]([O-:15])=[O:14])=[CH:9][CH:8]=[CH:7][C:6]=1[O:16][CH3:17])(=[O:3])[CH3:2].[CH3:18][N:19]([CH3:23])[C:20](=[S:22])[S-:21].C[NH2+]C>C(=S)=S>[CH3:18][N:19]([CH3:23])[C:20](=[S:21])[S:22][CH:11]([CH2:12][N+:13]([O-:15])=[O:14])[C:10]1[CH:9]=[CH:8][CH:7]=[C:6]([O:16][CH3:17])[C:5]=1[O:4][C:1](=[O:3])[CH3:2] |f:1.2|. Procedure: As in Example 17, reaction of 2-methoxy-6-(2-nitrovinyl)phenyl acetate from Example 22 with dimethylammonium dimethyldithiocarbamate in the presence of carbon disulfide gave 2-acetoxy-3-methoxy-α-(nitromethyl)benzyl dimethyldithiocarbamate melting at 124° C.-125.5° C. after recrystallization without heating from dimethylformamide-methanol solution.